This data is from the Open Reaction Database (ORD), a public repository of structured organic reaction records. The task is: describe an organic reaction: reactants, conditions, products, and yield The reactants are FC1=CC=C(CC2=CN=C3C(=C(C(N(C3=C2)CCN2C(CCC2)=O)=O)C(=O)OCC)O)C=C1 (ethyl 7-(4-fluorobenzyl)-4-hydroxy-2-oxo-1-[2-(2-oxopyrrolidin-1-yl)ethyl]-1,2-dihydro-1,5-naphthyridine-3-carboxylate), CC(C)OCCCN (3-[(1-methylethyl)oxy]-1-propanamine). Yields the product FC1=CC=C(C=C1)CC1=CN=C2C(=C(C(N(C2=C1)CCN1C(CCC1)=O)=O)C(=O)NCCCOC(C)C)O (7-[(4-fluorophenyl)methyl]-4-hydroxy-N-{3-[(1-methylethyl)oxy]propyl}-2-oxo-1-[2-(2-oxo-1-pyrrolidinyl)ethyl]-1,2-dihydro-1,5-naphthyridine-3-carboxamide). As a reaction SMILES: [F:1][C:2]1[CH:33]=[CH:32][C:5]([CH2:6][C:7]2[CH:16]=[C:15]3[C:10]([C:11]([OH:31])=[C:12]([C:26](OCC)=[O:27])[C:13](=[O:25])[N:14]3[CH2:17][CH2:18][N:19]3[CH2:23][CH2:22][CH2:21][C:20]3=[O:24])=[N:9][CH:8]=2)=[CH:4][CH:3]=1.[CH3:34][CH:35]([O:37][CH2:38][CH2:39][CH2:40][NH2:41])[CH3:36]>>[F:1][C:2]1[CH:33]=[CH:32][C:5]([CH2:6][C:7]2[CH:16]=[C:15]3[C:10]([C:11]([OH:31])=[C:12]([C:26]([NH:41][CH2:40][CH2:39][CH2:38][O:37][CH:35]([CH3:36])[CH3:34])=[O:27])[C:13](=[O:25])[N:14]3[CH2:17][CH2:18][N:19]3[CH2:23][CH2:22][CH2:21][C:20]3=[O:24])=[N:9][CH:8]=2)=[CH:4][CH:3]=1. Procedure: This compound was prepared from ethyl 7-(4-fluorobenzyl)-4-hydroxy-2-oxo-1-[2-(2-oxopyrrolidin-1-yl)ethyl]-1,2-dihydro-1,5-naphthyridine-3-carboxylate and 3-[(1-methylethyl)oxy]-1-propanamine using conditions similar to those employed in Example 563 to provide a white solid: ES+ MS: 525 (M+H+).